Dataset: the Open Reaction Database (ORD), a public repository of structured organic reaction records. Task: describe an organic reaction: reactants, conditions, products, and yield The reactants are C(C)(C)(C)OC(=O)N1C[C@@H](CC1)C(NO)=N ((R)-3-(N-hydroxycarbamimidoyl)-pyrrolidine-1-carboxylic acid tert-butyl ester), C1=CN(C=N1)C(=O)N2C=CN=C2 (CDI), Cl (HCl). The solvent is C(Cl)Cl (CH2Cl2), O1CCOCC1 (dioxane). Reaction conditions: time 1 hour. Yields the product C(C)(C)(C)OC(=O)N1C[C@@H](CC1)C1=NOC(N1)=O ((R)-3-(5-oxo-4,5-dihydro-1,2,4-oxadiazol-3-yl)-pyrrolidine-1-carboxylic acid tert-butyl ester). The yield is 88.5%. RXN SMILES: [C:1]([O:5][C:6]([N:8]1[CH2:12][CH2:11][C@@H:10]([C:13](=[NH:16])[NH:14][OH:15])[CH2:9]1)=[O:7])([CH3:4])([CH3:3])[CH3:2].C1N=CN([C:22](N2C=NC=C2)=[O:23])C=1.Cl>O1CCOCC1.C(Cl)Cl>[C:1]([O:5][C:6]([N:8]1[CH2:12][CH2:11][C@@H:10]([C:13]2[NH:16][C:22](=[O:23])[O:15][N:14]=2)[CH2:9]1)=[O:7])([CH3:4])([CH3:2])[CH3:3]. Reported procedure: Crude (R)-3-(N-hydroxycarbamimidoyl)-pyrrolidine-1-carboxylic acid tert-butyl ester (887 mg, 3.86 mmol) and CDI (94 mg, 5.8 mmol) were dissolved in dioxane (30 mL) and heated to reflux. After 1 h, the reaction was concentrated in vacuo. The crude reaction mixture was dissolved in CH2Cl2 and the pH was adjusted to 3 by adding 1M HCl to the solution. The layers were separated and the aqueous layer was extracted with CH2Cl2. The combined organic layers were washed with water and brine, dried over M... Starting materials: COC(=O)C(Cc1ccc(OCCOc2ccc3c(c2)C(C)(C)CCC3(C)C)cc1)C(=O)OC, CO, [Na+], C1CCOC1, [OH-]. Yields the product COC(=O)C(Cc1ccc(OCCOc2ccc3c(c2)C(C)(C)CCC3(C)C)cc1)C(=O)O. Reaction SMILES: [CH3:1][C:2]1([CH3:34])[c:3]2[cH:4][cH:5][c:6]([O:14][CH2:15][CH2:16][O:17][c:18]3[cH:19][cH:20][c:21]([CH2:22][CH:23]([C:24](=[O:25])[O:26][CH3:27])[C:28](=[O:29])[O:30][CH3:31])[cH:32][cH:33]3)[cH:7][c:8]2[C:9]([CH3:12])([CH3:13])[CH2:10][CH2:11]1.[CH3:37][OH:38].[Na+:36].[O:39]1[CH2:40][CH2:41][CH2:42][CH2:43]1.[OH-:35]>>[CH3:1][C:2]1([CH3:34])[c:3]2[cH:4][cH:5][c:6]([O:14][CH2:15][CH2:16][O:17][c:18]3[cH:19][cH:20][c:21]([CH2:22][CH:23]([C:24](=[O:25])[O:26][CH3:27])[C:28](=[O:29])[OH:30])[cH:32][cH:33]3)[cH:7][c:8]2[C:9]([CH3:12])([CH3:13])[CH2:10][CH2:11]1.